From a dataset of the Open Reaction Database (ORD), a public repository of structured organic reaction records. describe an organic reaction: reactants, conditions, products, and yield The reactants are BrC1=NC=CC=C1 (2-bromopyridine), COCC#C (3-methoxy-1-propyne). The reagents and catalysts are Cl[Pd]([P](C1=CC=CC=C1)(C2=CC=CC=C2)C3=CC=CC=C3)([P](C4=CC=CC=C4)(C5=CC=CC=C5)C6=CC=CC=C6)Cl (dichlorobis(triphenylphosphine)palladium(II)), [Cu](I)I (copper iodide). The solvent is C(C)NCC (diethylamine). Run at temperature 40 celsius, time 1 hour. The product is COCC#CC1=NC=CC=C1 (2-(3-Methoxy-1-propynyl)pyridine). The yield is 90.2%. RXN SMILES: Br[C:2]1[CH:7]=[CH:6][CH:5]=[CH:4][N:3]=1.[CH3:8][O:9][CH2:10][C:11]#[CH:12]>C(NCC)C.Cl[Pd](Cl)([P](C1C=CC=CC=1)(C1C=CC=CC=1)C1C=CC=CC=1)[P](C1C=CC=CC=1)(C1C=CC=CC=1)C1C=CC=CC=1.[Cu](I)I>[CH3:8][O:9][CH2:10][C:11]#[C:12][C:2]1[CH:7]=[CH:6][CH:5]=[CH:4][N:3]=1 |^1:20,39|. Procedure: To a solution of 2-bromopyridine (20 g) dissolved in diethylamine (100 mL) was added 3-methoxy-1-propyne (11.8 g), dichlorobis(triphenylphosphine)palladium(II) (888 mg) and copper iodide (121 mg), and the reaction mixture was stirred for 1 hour at 40° C. under a nitrogen stream. After the reaction mixture was filtered through celite to remove insoluble residue, the filtrate was evaporated under reduced pressure, the residue was purified by silica gel column chromatography and the title compound ... Yields the product FC(C1=C(C(=C(C(=C1F)F)F)F)F)(P(OCC)(OCC)=O)F (diethyl perfluorobenzylphosphonate). RXN SMILES: [F:1][C:2](Br)([F:14])[C:3]1[C:8]([F:9])=[C:7]([F:10])[C:6]([F:11])=[C:5]([F:12])[C:4]=1[F:13].[P:16]([O:23]CC)([O:20][CH2:21][CH3:22])[O:17][CH2:18][CH3:19]>O1CCOCC1>[F:1][C:2]([F:14])([P:16](=[O:23])([O:20][CH2:21][CH3:22])[O:17][CH2:18][CH3:19])[C:3]1[C:8]([F:9])=[C:7]([F:10])[C:6]([F:11])=[C:5]([F:12])[C:4]=1[F:13]. Run in O1CCOCC1 (1,4-dioxane). Procedure details: Perfluorobenzyl bromide (2.00 g, 7.66 mmol) and P(OEt)3 (1.66 g, 9.96 mmol) were dissolved in 1,4-dioxane (10 ml) and heated at reflux for 14 hours. Fractional distillation (66-78° C., 60 mm Hg) afforded the product as a colorless oil (2.43 g, 96%) Isolated yield 89.6%. The reactants are FC(C1=C(C(=C(C(=C1F)F)F)F)F)(F)Br (Perfluorobenzyl bromide), P(OCC)(OCC)OCC (P(OEt)3). Starting materials: Cl.CC1=C(C=CC=2C(OCC21)=O)C(CN2CCNCC2)OC (4-Methyl-5-[1-(methyloxy)-2-piperazin-1-ylethyl]-2-benzofuran-1(3H)-one hydrochloride), CC1=C(C=CC=2C(OCC21)=O)C2OC2 (4-methyl-5-oxiran-2-yl-2-benzofuran-1(3H)-one), CCO (EtOH). Run in C1CCOC1 (THF). Conditions: temperature 120 celsius. The product is OC(CN1CCN(CC1)CC(OC)C1=C(C2=C(C(OC2)=O)C=C1)C)C1=C(C2=C(C(OC2)=O)C=C1)C (5-[2-{4-[2-hydroxy-2-(4-methyl-1-oxo-1,3-dihydro-2-benzofuran-5-yl)ethyl]piperazin-1-yl}-1-(methyloxy)ethyl]-4-methyl-2-benzofuran-1(3H)-one). RXN SMILES: Cl.[CH3:2][C:3]1[C:11]2[CH2:10][O:9][C:8](=[O:12])[C:7]=2[CH:6]=[CH:5][C:4]=1[CH:13]([O:21][CH3:22])[CH2:14][N:15]1[CH2:20][CH2:19][NH:18][CH2:17][CH2:16]1.[CH3:23][C:24]1[C:32]2[CH2:31][O:30][C:29](=[O:33])[C:28]=2[CH:27]=[CH:26][C:25]=1[CH:34]1[CH2:36][O:35]1.CCO>C1COCC1>[OH:35][CH:34]([C:25]1[CH:26]=[CH:27][C:28]2[C:29](=[O:33])[O:30][CH2:31][C:32]=2[C:24]=1[CH3:23])[CH2:36][N:18]1[CH2:19][CH2:20][N:15]([CH2:14][CH:13]([C:4]2[CH:5]=[CH:6][C:7]3[C:8](=[O:12])[O:9][CH2:10][C:11]=3[C:3]=2[CH3:2])[O:21][CH3:22])[CH2:16][CH2:17]1 |f:0.1|. Procedure details: 4-Methyl-5-[1-(methyloxy)-2-piperazin-1-ylethyl]-2-benzofuran-1(3H)-one hydrochloride (40 mg, 0.14 mmol), 4-methyl-5-oxiran-2-yl-2-benzofuran-1(3H)-one (79 mg, 0.41 mmol), were added to a 5 mL microwave tube containing a stir bar; to the mixture was added EtOH (2 mL) and THF (0.5 Ml). The tube was capped, degassed and purged with N2. It was then placed in a microwave reactor and heated at 120° C. for 1 hour; LC indicated completion of the reaction. The solution was concentrated to dryness, disso... The reactants are Brc1ccc(C#Cc2ccccc2)cn1, O=C([O-])[O-], CN1C(=O)NC2CCCC21, Cc1ccccc1, [Cs+], [Cs+], O=C(C=Cc1ccccc1)C=Cc1ccccc1, O=C(C=Cc1ccccc1)C=Cc1ccccc1, O=C(C=Cc1ccccc1)C=Cc1ccccc1, [Pd], [Pd], CC1(C)c2cccc(P(c3ccccc3)c3ccccc3)c2Oc2c(P(c3ccccc3)c3ccccc3)cccc21. The product is CN1C(=O)N(c2ccc(C#Cc3ccccc3)cn2)C2CCCC21. As a reaction SMILES: [Br:1][c:2]1[n:3][cH:4][c:5]([C:8]#[C:9][c:10]2[cH:11][cH:12][cH:13][cH:14][cH:15]2)[cH:6][cH:7]1.[C:26](=[O:27])([O-:28])[O-:29].[CH3:16][N:17]1[C:18](=[O:25])[NH:19][CH:20]2[CH:21]1[CH2:22][CH2:23][CH2:24]2.[CH3:74][c:75]1[cH:76][cH:77][cH:78][cH:79][cH:80]1.[Cs+:30].[Cs+:31].[O:101]=[C:102]([CH:103]=[CH:104][c:105]1[cH:106][cH:107][cH:108][cH:109][cH:110]1)[CH:111]=[CH:112][c:113]1[cH:114][cH:115][cH:116][cH:117][cH:118]1.[O:119]=[C:120]([CH:121]=[CH:122][c:123]1[cH:124][cH:125][cH:126][cH:127][cH:128]1)[CH:129]=[CH:130][c:131]1[cH:132][cH:133][cH:134][cH:135][cH:136]1.[O:83]=[C:84]([CH:85]=[CH:86][c:87]1[cH:88][cH:89][cH:90][cH:91][cH:92]1)[CH:93]=[CH:94][c:95]1[cH:96][cH:97][cH:98][cH:99][cH:100]1.[Pd:81].[Pd:82].[c:32]1([P:33]([c:34]2[cH:35][cH:36][cH:37][cH:38][cH:39]2)[c:40]2[c:41]3[c:65]([cH:66][cH:67][cH:68]2)[C:62]([CH3:63])([CH3:64])[c:44]2[c:43]([c:48]([P:49]([c:50]4[cH:51][cH:52][cH:53][cH:54][cH:55]4)[c:56]4[cH:57][cH:58][cH:59][cH:60][cH:61]4)[cH:47][cH:46][cH:45]2)[O:42]3)[cH:69][cH:70][cH:71][cH:72][cH:73]1>>[c:2]1([N:19]2[C:18](=[O:25])[N:17]([CH3:16])[CH:21]3[CH:20]2[CH2:24][CH2:23][CH2:22]3)[n:3][cH:4][c:5]([C:8]#[C:9][c:10]2[cH:11][cH:12][cH:13][cH:14][cH:15]2)[cH:6][cH:7]1. Reactants: BrC1=C(N)C=CC(=C1)CSC (2-bromo-4-(methylthiomethyl)aniline), ClC=1C=C(C=CC1)B(O)O (3-chlorobenzene boronic acid). The product is ClC=1C=C(C=CC1)C1=C(N)C=CC(=C1)CSC (2-(3-chlorophenyl)-4-(methylthiomethyl)aniline). RXN SMILES: Br[C:2]1[CH:8]=[C:7]([CH2:9][S:10][CH3:11])[CH:6]=[CH:5][C:3]=1[NH2:4].[Cl:12][C:13]1[CH:14]=[C:15](B(O)O)[CH:16]=[CH:17][CH:18]=1>>[Cl:12][C:13]1[CH:18]=[C:17]([C:2]2[CH:8]=[C:7]([CH2:9][S:10][CH3:11])[CH:6]=[CH:5][C:3]=2[NH2:4])[CH:16]=[CH:15][CH:14]=1. Procedure: 2-bromo-4-(methylthiomethyl)aniline and 3-chlorobenzene boronic acid can be combined to form 2-(3-chlorophenyl)-4-(methylthiomethyl)aniline,